Dataset: the Open Reaction Database (ORD), a public repository of structured organic reaction records. Task: describe an organic reaction: reactants, conditions, products, and yield Reactants: C1(CCCCC1)NC1CCCCC1.C(#N)C(CCCCCC(=O)O)C (7-cyanooctanoic acid dicyclohexylamine salt), molar solution, S(=O)(=O)(O)[O-].[Na+] (sodium hydrogen sulphate), C(C)OCC (diethyl ether), Cl.NC(C(=O)C1=CC=CC=C1)C1=CC=CC=C1 (2-amino-1,2-diphenylethanone hydrochloride). Solvent: ClCCl (dichloromethane), N1=CC=CC=C1 (pyridine). Run at temperature 20 celsius, time 15 minute. Yields the product C1(=CC=CC=C1)C(C(NC(CCCCCC(C)C#N)=O)C1=CC=CC=C1)=O ((RS) -1,2-diphenyl-2-(7-cyanooctanamido)ethanone). The yield is 67.2%. RXN SMILES: C1(NC2CCCCC2)CCCCC1.[C:14]([CH:16]([CH3:25])[CH2:17][CH2:18][CH2:19][CH2:20][CH2:21][C:22]([OH:24])=O)#[N:15].S([O-])(O)(=O)=O.[Na+].C(OCC)C.Cl.[NH2:38][CH:39]([C:48]1[CH:53]=[CH:52][CH:51]=[CH:50][CH:49]=1)[C:40]([C:42]1[CH:47]=[CH:46][CH:45]=[CH:44][CH:43]=1)=[O:41]>ClCCl.N1C=CC=CC=1>[C:42]1([C:40](=[O:41])[CH:39]([C:48]2[CH:53]=[CH:52][CH:51]=[CH:50][CH:49]=2)[NH:38][C:22](=[O:24])[CH2:21][CH2:20][CH2:19][CH2:18][CH2:17][CH:16]([C:14]#[N:15])[CH3:25])[CH:43]=[CH:44][CH:45]=[CH:46][CH:47]=1 |f:0.1,2.3,5.6|. Reported procedure: 9 g of 7-cyanooctanoic acid dicyclohexylamine salt is added to a mixture of 28 cm3 of a molar solution of sodium hydrogen sulphate and 60 cm3 of diethyl ether. The mixture is stirred for 15 minutes at 20° C. and the organic phase is then separated. The latter is dried over magnesium sulphate and filtered and the solvent is evaporated off under reduced pressure. The residue is treated with 14.8 g of thionyl chloride and heated to 50° C. for 3 hours. The mixture is concentrated under reduced press... The reactants are C(O)([O-])=O.[Na+] (sodium hydrogen carbonate), NC1=C(C(=O)OC(C)(C)C)C=CC(=C1)OC1=CC=CC=C1 (tert-butyl 2-amino-4-phenoxybenzoate), C(C(=O)Cl)(=O)Cl (oxalyl chloride), C(C)(=O)OC1=CC=C(C=CC(=O)O)C=C1 (4-acetoxycinnamic acid). Solvent: C(C)N(CC)CC (triethylamine), C(Cl)Cl (methylene chloride), CN(C=O)C (N,N-dimethylformamide), C(Cl)Cl (methylene chloride). Run at time 1 hour. Product: C(C)(=O)OC1=CC=C(C=C1)/C=C/C(=O)NC1=C(C(=O)OC(C)(C)C)C=CC(=C1)OC1=CC=CC=C1 (tert-butyl 2-((E)-3-(4-acetoxyphenyl)acrylamido)-4-phenoxybenzoate). RXN SMILES: C(Cl)(=O)C(Cl)=O.[C:7]([O:10][C:11]1[CH:21]=[CH:20][C:14]([CH:15]=[CH:16][C:17]([OH:19])=O)=[CH:13][CH:12]=1)(=[O:9])[CH3:8].[NH2:22][C:23]1[CH:35]=[C:34]([O:36][C:37]2[CH:42]=[CH:41][CH:40]=[CH:39][CH:38]=2)[CH:33]=[CH:32][C:24]=1[C:25]([O:27][C:28]([CH3:31])([CH3:30])[CH3:29])=[O:26].C(=O)([O-])O.[Na+]>C(N(CC)CC)C.C(Cl)Cl.CN(C)C=O>[C:7]([O:10][C:11]1[CH:12]=[CH:13][C:14](/[CH:15]=[CH:16]/[C:17]([NH:22][C:23]2[CH:35]=[C:34]([O:36][C:37]3[CH:42]=[CH:41][CH:40]=[CH:39][CH:38]=3)[CH:33]=[CH:32][C:24]=2[C:25]([O:27][C:28]([CH3:29])([CH3:30])[CH3:31])=[O:26])=[O:19])=[CH:20][CH:21]=1)(=[O:9])[CH3:8] |f:3.4|. Procedure: 2.0 mL of methylene chloride, 3.9 μL of N,N-dimethylformamide and 0.094 mL of oxalyl chloride were added to 206 mg of 4-acetoxycinnamic acid at room temperature sequentially and stirred at the same temperature for 1 hour. The reaction mixture was added to a mixed solution of 86 mg of tert-butyl 2-amino-4-phenoxybenzoate, 3.0 mL of methylene chloride and 0.67 mL of triethylamine and stirred at room temperature for 1 hour. A saturated sodium hydrogen carbonate aqueous solution was added to the rea... The reactants are OC1=C(C(=O)OC)C=CC(=C1)C (methyl 2-hydroxy-4-methylbenzoate), C([O-])([O-])=O.[K+].[K+] (potassium carbonate), CI (methyl iodide). The solvent is CN(C)C=O (DMF). Reaction conditions: time 24 hour. Product: COC1=C(C(=O)OC)C=CC(=C1)C (methyl 2-methoxy-4-methylbenzoate). Isolated yield 84.8%. As a reaction SMILES: [OH:1][C:2]1[CH:11]=[C:10]([CH3:12])[CH:9]=[CH:8][C:3]=1[C:4]([O:6][CH3:7])=[O:5].[C:13](=O)([O-])[O-].[K+].[K+].CI>CN(C=O)C>[CH3:13][O:1][C:2]1[CH:11]=[C:10]([CH3:12])[CH:9]=[CH:8][C:3]=1[C:4]([O:6][CH3:7])=[O:5] |f:1.2.3|. Procedure details: To a solution of methyl 2-hydroxy-4-methylbenzoate (3 g; 18.2 mmol) in DMF (36 mL) was added potassium carbonate (5 g; 36.4 mmol) and methyl iodide (3.35 mL; 182 mmol) dropwise. The reaction mixture was stirred at room temperature for 24 hours. The insoluble's were filtered, washed with ethyl acetate and the volatiles were removed under reduced pressure. The crude material was purified by flash chromatography on silica gel using a gradient of ethyl acetate (1 to 30%) in heptane to furnish 2.78 g... Reactants: C(C1=CC=CC=C1)ON1C(N(C2=CC(=C(C=C2C1=O)F)N1CCOCC1)CC)=O (3-Benzyloxy-1-ethyl-6-fluoro-7-morpholino-1H-quinazoline-2,4-dione), [H][H] (hydrogen). Reagents/catalysts: [Pd].[O-]S(=O)(=O)[O-].[Ba+2] (Pd BaSO4). Solvent: C1CCOC1 (THF), CO (methanol). The product is C(C)N1C(N(C(C2=CC(=C(C=C12)N1CCOCC1)F)=O)O)=O (1-Ethyl-6-fluoro-3-hydroxy-7-morpholin-4-yl-1H-quinazoline-2,4-dione). Yield: 94.8%. As a reaction SMILES: C([O:8][N:9]1[C:18](=[O:19])[C:17]2[C:12](=[CH:13][C:14]([N:21]3[CH2:26][CH2:25][O:24][CH2:23][CH2:22]3)=[C:15]([F:20])[CH:16]=2)[N:11]([CH2:27][CH3:28])[C:10]1=[O:29])C1C=CC=CC=1.[H][H]>C1COCC1.CO.[Pd].[O-]S([O-])(=O)=O.[Ba+2]>[CH2:27]([N:11]1[C:12]2[C:17](=[CH:16][C:15]([F:20])=[C:14]([N:21]3[CH2:26][CH2:25][O:24][CH2:23][CH2:22]3)[CH:13]=2)[C:18](=[O:19])[N:9]([OH:8])[C:10]1=[O:29])[CH3:28] |f:4.5.6|. Procedure: Five percent Pd/BaSO4 (50 mg) was added to a solution of 3-benzyloxy-1-ethyl-6-fluoro-7-morpholino-1H-quinazoline-2,4-dione (Example G, 0.23 g, 0.58 mmol) in 70 mL of THF and 5 mL methanol. The mixture was shaken under 50 PSI of hydrogen for 16 hours, filtered, and concentrated to afford 0.17 g of the title compound as a solid, mp 162-163° C. Starting materials: O=C([O-])O, CCOC(=O)COC1=CCCCC1, CN(C)C=O, [Na+], O, COc1cccc2c1C(=O)c1c(O)c3c(c(O)c1C2=O)CC(O)(C(=O)CO)CC3OC1CC2C(OC3C(OC)OCCN23)C(C)O1, Cc1ccc(S(=O)(=O)O)cc1. The product is CCOC(=O)COC1(OCC(=O)C2(O)Cc3c(O)c4c(c(O)c3C(OC3CC5C(OC6C(OC)OCCN56)C(C)O3)C2)C(=O)c2c(OC)cccc2C4=O)CCCCC1. Reaction SMILES: [C:72](=[O:73])([OH:74])[O-:75].[CH2:47]([CH3:48])[O:49][C:50]([CH2:51][O:52][C:53]1=[CH:54][CH2:55][CH2:56][CH2:57][CH2:58]1)=[O:59].[CH3:77][N:78]([CH3:79])[CH:80]=[O:81].[Na+:76].[OH2:60].[OH:1][c:2]1[c:3]2[c:12]([c:13]([OH:42])[c:14]3[c:19]1[CH2:18][C:17]([C:20]([CH2:21][OH:22])=[O:23])([OH:24])[CH2:16][CH:15]3[O:25][CH:26]1[CH2:27][CH:28]3[CH:29]([O:30][CH:31]4[CH:32]([O:37][CH3:38])[O:33][CH2:34][CH2:35][N:36]34)[CH:39]([CH3:41])[O:40]1)[C:11](=[O:43])[c:10]1[c:5]([cH:6][cH:7][cH:8][c:9]1[O:44][CH3:45])[C:4]2=[O:46].[c:61]1([CH3:62])[cH:63][cH:64][c:65]([S:66]([OH:67])(=[O:68])=[O:69])[cH:70][cH:71]1>>[OH:1][c:2]1[c:3]2[c:12]([c:13]([OH:42])[c:14]3[c:19]1[CH2:18][C:17]([C:20]([CH2:21][O:22][C:53]1([O:52][CH2:51][C:50]([O:49][CH2:47][CH3:48])=[O:59])[CH2:54][CH2:55][CH2:56][CH2:57][CH2:58]1)=[O:23])([OH:24])[CH2:16][CH:15]3[O:25][CH:26]1[CH2:27][CH:28]3[CH:29]([O:30][CH:31]4[CH:32]([O:37][CH3:38])[O:33][CH2:34][CH2:35][N:36]34)[CH:39]([CH3:41])[O:40]1)[C:11](=[O:43])[c:10]1[c:5]([cH:6][cH:7][cH:8][c:9]1[O:44][CH3:45])[C:4]2=[O:46]. RXN SMILES: [CH2:13]([c:14]1[cH:15][cH:16][cH:17][cH:18][cH:19]1)[n:20]1[n:21][cH:22][c:23]([B:25]([OH:26])[OH:27])[cH:24]1.[CH2:28]1[O:29][CH2:30][CH2:31][CH2:32]1.[CH3:1][S:2][c:3]1[n:4][cH:5][cH:6][c:7]2[n:8]1[n:9][c:10]([NH2:12])[n:11]2.[Cu+:41].[cH:42]1[cH:43][cH:44][c:45]([P:46]([Pd:47]([P:48]([c:49]2[cH:50][cH:51][cH:52][cH:53][cH:54]2)([c:55]2[cH:56][cH:57][cH:58][cH:59][cH:60]2)[c:61]2[cH:62][cH:63][cH:64][cH:65][cH:66]2)([P:67]([c:68]2[cH:69][cH:70][cH:71][cH:72][cH:73]2)([c:74]2[cH:75][cH:76][cH:77][cH:78][cH:79]2)[c:80]2[cH:81][cH:82][cH:83][cH:84][cH:85]2)[P:86]([c:87]2[cH:88][cH:89][cH:90][cH:91][cH:92]2)([c:93]2[cH:94][cH:95][cH:96][cH:97][cH:98]2)[c:99]2[cH:100][cH:101][cH:102][cH:103][cH:104]2)([c:105]2[cH:106][cH:107][cH:108][cH:109][cH:110]2)[c:111]2[cH:112][cH:113][cH:114][cH:115][cH:116]2)[cH:117][cH:118]1.[s:33]1[cH:34][cH:35][cH:36][c:37]1[C:38]([O-:39])=[O:40]>>[c:3]1(-[c:23]2[cH:22][n:21][n:20]([CH2:13][c:14]3[cH:15][cH:16][cH:17][cH:18][cH:19]3)[cH:24]2)[n:4][cH:5][cH:6][c:7]2[n:8]1[n:9][c:10]([NH2:12])[n:11]2. Starting materials: OB(O)c1cnn(Cc2ccccc2)c1, C1CCOC1, CSc1nccc2nc(N)nn12, [Cu+], c1ccc(P(c2ccccc2)(c2ccccc2)[Pd](P(c2ccccc2)(c2ccccc2)c2ccccc2)(P(c2ccccc2)(c2ccccc2)c2ccccc2)P(c2ccccc2)(c2ccccc2)c2ccccc2)cc1, O=C([O-])c1cccs1. Product: Nc1nc2ccnc(-c3cnn(Cc4ccccc4)c3)n2n1. The reactants are CCOC(C)=O, CCO, Cc1ccccc1, O=C(Cc1ccc(F)cc1)N=C=S, Nc1ccc(Oc2cc(NC(=O)N3CCC(N4CCCC4)CC3)ncn2)c(F)c1, [Na+], O=C([O-])O. Product: O=C(Cc1ccc(F)cc1)NC(=S)Nc1ccc(Oc2cc(NC(=O)N3CCC(N4CCCC4)CC3)ncn2)c(F)c1. Reaction SMILES: [CH3:43][CH2:44][O:45][C:46](=[O:47])[CH3:48].[CH3:54][CH2:55][OH:56].[CH3:57][c:58]1[cH:59][cH:60][cH:61][cH:62][cH:63]1.[F:30][c:31]1[cH:32][cH:33][c:34]([CH2:37][C:38](=[O:39])[N:40]=[C:41]=[S:42])[cH:35][cH:36]1.[NH2:1][c:2]1[cH:3][c:4]([F:29])[c:5]([O:6][c:7]2[cH:8][c:9]([NH:13][C:14](=[O:15])[N:16]3[CH2:17][CH2:18][CH:19]([N:22]4[CH2:23][CH2:24][CH2:25][CH2:26]4)[CH2:20][CH2:21]3)[n:10][cH:11][n:12]2)[cH:27][cH:28]1.[Na+:49].[OH:50][C:51](=[O:52])[O-:53]>>[NH:1]([c:2]1[cH:3][c:4]([F:29])[c:5]([O:6][c:7]2[cH:8][c:9]([NH:13][C:14](=[O:15])[N:16]3[CH2:17][CH2:18][CH:19]([N:22]4[CH2:23][CH2:24][CH2:25][CH2:26]4)[CH2:20][CH2:21]3)[n:10][cH:11][n:12]2)[cH:27][cH:28]1)[C:41]([NH:40][C:38]([CH2:37][c:34]1[cH:33][cH:32][c:31]([F:30])[cH:36][cH:35]1)=[O:39])=[S:42]. Starting materials: C1CCOC1, [Li]CCCC, COc1ccccc1OC, CCCCCC, O=CC1CCN(CCc2ccc(F)cc2)CC1. Product: COc1cccc(C(O)C2CCN(CCc3ccc(F)cc3)CC2)c1OC. As a reaction SMILES: [CH2:33]1[O:34][CH2:35][CH2:36][CH2:37]1.[CH3:11][CH2:12][CH2:13][CH2:14][Li:15].[CH3:1][O:2][c:3]1[cH:4][cH:5][cH:6][cH:7][c:8]1[O:9][CH3:10].[CH3:38][CH2:39][CH2:40][CH2:41][CH2:42][CH3:43].[F:16][c:17]1[cH:18][cH:19][c:20]([CH2:23][CH2:24][N:25]2[CH2:26][CH2:27][CH:28]([CH:31]=[O:32])[CH2:29][CH2:30]2)[cH:21][cH:22]1>>[CH3:1][O:2][c:3]1[c:4]([CH:31]([CH:28]2[CH2:27][CH2:26][N:25]([CH2:24][CH2:23][c:20]3[cH:19][cH:18][c:17]([F:16])[cH:22][cH:21]3)[CH2:30][CH2:29]2)[OH:32])[cH:5][cH:6][cH:7][c:8]1[O:9][CH3:10]. The reactants are C(CCC)S(=O)C=1OC=C(N1)C (2-n-butylsulphinyl-4-methyloxazole), C(C)(CC)NC(C(C)C)=O (N-s-Butyl-isobutyramide), CN(CCN(C)C)C (tetramethylethylenediamine), [H-].[K+] (potassium hydride). The solvent is S1(=O)(=O)CCCC1 (sulpholane), O (water), S1(=O)(=O)CCCC1 (sulpholane). Run at temperature 70 celsius, time 6 hour. Product: C(C)(CC)N(C(C(C)C)=O)C=1OC=C(N1)C (2-(N-s-Butyl-isobutyramido)-4-methyloxazole). As a reaction SMILES: [CH:1]([NH:5][C:6](=[O:10])[CH:7]([CH3:9])[CH3:8])([CH2:3][CH3:4])[CH3:2].CN(C)CCN(C)C.[H-].[K+].C(S([C:27]1[O:28][CH:29]=[C:30]([CH3:32])[N:31]=1)=O)CCC>S1(CCCC1)(=O)=O.O>[CH:1]([N:5]([C:27]1[O:28][CH:29]=[C:30]([CH3:32])[N:31]=1)[C:6](=[O:10])[CH:7]([CH3:9])[CH3:8])([CH2:3][CH3:4])[CH3:2] |f:2.3|. Procedure: N-s-Butyl-isobutyramide (2.30 g, 0.016 m) and tetramethylethylenediamine (1.87 g, 0.016 m) were stirred at 40° C. in sulpholane (20 ml) under nitrogen during the portionwise addition of a 50% potassium hydride/oil dispersion (1.29 g, 0.016 m). After the addition, the mixture was warmed to 70° C. and 2-n-butylsulphinyl-4-methyloxazole (3.0 g, 0.016 m) in sulpholane (20 ml) was added. The mixture was stirred at 70° C. for 6 hours and then hydrolysed with water. Removal of the solvent in vacuo and ... RXN SMILES: N#N.[C:3]([Si:7]([CH3:26])([CH3:25])[O:8][CH2:9][CH2:10][C:11]1[CH:12]=[C:13]([C:17]2[O:21][CH:20]=[N:19][C:18]=2[C:22](O)=[O:23])[CH:14]=[CH:15][CH:16]=1)([CH3:6])([CH3:5])[CH3:4].C1C=CC2N(O)N=NC=2C=1.C(Cl)CCl.CCN(C(C)C)C(C)C.[CH3:50][C:51]1([C:56]2[O:60][C:59]([CH2:61][N:62]3[CH:66]=[CH:65][C:64]([NH2:67])=[N:63]3)=[CH:58][CH:57]=2)[O:55][CH2:54][CH2:53][O:52]1>C(Cl)Cl.CN(C1C=CN=CC=1)C.O>[CH3:50][C:51]1([C:56]2[O:60][C:59]([CH2:61][N:62]3[CH:66]=[CH:65][C:64]([NH:67][C:22]([C:18]4[N:19]=[CH:20][O:21][C:17]=4[C:13]4[CH:14]=[CH:15][CH:16]=[C:11]([CH2:10][CH2:9][O:8][Si:7]([C:3]([CH3:6])([CH3:5])[CH3:4])([CH3:26])[CH3:25])[CH:12]=4)=[O:23])=[N:63]3)=[CH:58][CH:57]=2)[O:55][CH2:54][CH2:53][O:52]1. Starting materials: C(C)(C)(C)[Si](OCCC=1C=C(C=CC1)C1=C(N=CO1)C(=O)O)(C)C (5-{3-[2-(tert-butyl-dimethyl-silanyloxy)-ethyl]-phenyl}-oxazole-4-carboxylic acid), C=1C=CC2=C(C1)N=NN2O (HOBt), C(CCl)Cl (EDC), CCN(C(C)C)C(C)C (DIPEA), N#N (N2), CC1(OCCO1)C1=CC=C(O1)CN1N=C(C=C1)N (1-[5-(2-methyl-[1,3]dioxolan-2-yl)-furan-2-ylmethyl]-1H-pyrazol-3-ylamine). Solvent: O (water), C(Cl)Cl (CH2Cl2), C(Cl)Cl (CH2Cl2), C(Cl)Cl (CH2Cl2). Reaction conditions: time 1 hour. Yields the product CC1(OCCO1)C1=CC=C(O1)CN1N=C(C=C1)NC(=O)C=1N=COC1C1=CC(=CC=C1)CCO[Si](C)(C)C(C)(C)C (5-{3-[2-(tert-Butyl-dimethyl-silanyloxy)-ethyl]-phenyl}-oxazole-4-carboxylic acid {1-[5-(2-methyl-[1,3]dioxolan-2-yl)-furan-2-ylmethyl]-1H-pyrazol-3-yl}-amide). The reagents and catalysts are CN(C)C=1C=CN=CC1 (DMAP). Procedure details: In a flame dried round-bottomed flask equipped with a magnetic stir bar and under inert atmosphere (N2), a solution of 5-{3-[2-(tert-butyl-dimethyl-silanyloxy)-ethyl]-phenyl}-oxazole-4-carboxylic acid (130 mg, 0.37 mmol) in CH2Cl2 (2.7 mL) was treated sequentially with DMAP (11 mg, 0.09 mmol), HOBt (60 mg, 0.45 mmol), EDC (179 mg, 0.94 mmol) and DIPEA (0.25 mL, 1.50 mmol) and the reaction mixture was stirred at rt for 1 h. A solution of 1-[5-(2-methyl-[1,3]dioxolan-2-yl)-furan-2-ylmethyl]-1H-pyr...